From a dataset of the Open Reaction Database (ORD), a public repository of structured organic reaction records. describe an organic reaction: reactants, conditions, products, and yield The reactants are O1CC(C2C1OCC2)O (hexahydro-furo[2,3-b]-furan-3-ol), O1CCC=C1 (2,3-dihydrofuran), O1CC(C2C1OCC2)O (Hexahydro-furo[2,3-b]furan-3-ol), O1CCC2C1OCC2 (perhydrofuro[2,3-b]furan). Yields the product O1C[C@H]([C@@H]2[C@H]1OCC2)O ((3S,3aR,6aS) hexahydro-furo[2,3-b]furan-3-ol). Isolated yield 50.0%. Reaction SMILES: [O:1]1[CH:5]2[O:6][CH2:7][CH2:8][CH:4]2[CH:3]([OH:9])[CH2:2]1.O1C2OCCC2CC1.O1C=CCC1>>[O:1]1[C@@H:5]2[O:6][CH2:7][CH2:8][C@@H:4]2[C@H:3]([OH:9])[CH2:2]1. Procedure details: are known. Ghosh et al. in J. Med. Chem. 1996, 39(17), 3278–3290, describe an enantioselective synthesis to obtain both (3R,3aS,6aR) and (3S,3aR,6aS) hexahydro-furo[2,3-b]furan-3-ol in optically pure form starting from 3(R)-diethyl malate and 3(S)-diethyl malate respectively. This process comprises several steps such as an allylation step using lithium diisopropyl amide, followed by a reduction step, and further a Swern oxidation step followed by an ozonolytic cleavage and a hydroboration step u...